This data is from the Open Reaction Database (ORD), a public repository of structured organic reaction records. The task is: describe an organic reaction: reactants, conditions, products, and yield Starting materials: C[Si](C)(C)[N-][Si](C)(C)C.[Na+] (sodium bis(trimethylsilyl)amide), ice, COC1=CC=C(C=C1)[C@@H](C)N1C(C2=CC(=CC=C2C1C)C=1C=NN(C1)C1OCCCC1)=O (2-[(1R)-1-(4-methoxyphenyl)ethyl]-3-methyl-6-(1-tetrahydropyran-2-ylpyrazol-4-yl)isoindolin-1-one), ClC1=NC=NC(=C1F)Cl (4,6-dichloro-5-fluoropyrimidine). Solvent: O1CCCC1 (tetrahydrofuran), C(C)(=O)OCC (ethyl acetate), O (water). Conditions: temperature 0 celsius, time 60 minute. Yields the product ClC1=C(C(=NC=N1)C1(N(C(C2=CC(=CC=C12)C=1C=NN(C1)C1OCCCC1)=O)[C@H](C)C1=CC=C(C=C1)OC)C)F (3-(6-Chloro-5-fluoro-pyrimidin-4-yl)-2-[(1R)-1-(4-methoxyphenyl)ethyl]-3-methyl-6-(1-tetrahydropyran-2-ylpyrazol-4-yl)isoindolin-1-one). The yield is 102.6%. Reaction SMILES: C[Si]([N-][Si](C)(C)C)(C)C.[Na+].[CH3:11][O:12][C:13]1[CH:18]=[CH:17][C:16]([C@H:19]([N:21]2[CH:29]([CH3:30])[C:28]3[C:23](=[CH:24][C:25]([C:31]4[CH:32]=[N:33][N:34]([CH:36]5[CH2:41][CH2:40][CH2:39][CH2:38][O:37]5)[CH:35]=4)=[CH:26][CH:27]=3)[C:22]2=[O:42])[CH3:20])=[CH:15][CH:14]=1.Cl[C:44]1[C:49]([F:50])=[C:48]([Cl:51])[N:47]=[CH:46][N:45]=1>O1CCCC1.C(OCC)(=O)C.O>[Cl:51][C:48]1[N:47]=[CH:46][N:45]=[C:44]([C:29]2([CH3:30])[C:28]3[C:23](=[CH:24][C:25]([C:31]4[CH:32]=[N:33][N:34]([CH:36]5[CH2:41][CH2:40][CH2:39][CH2:38][O:37]5)[CH:35]=4)=[CH:26][CH:27]=3)[C:22](=[O:42])[N:21]2[C@@H:19]([C:16]2[CH:15]=[CH:14][C:13]([O:12][CH3:11])=[CH:18][CH:17]=2)[CH3:20])[C:49]=1[F:50] |f:0.1|. Procedure details: Add sodium bis(trimethylsilyl)amide (210 mL, 210 mmol, 1 M THF) drop wise over 60 minutes to an ice cold suspension of 2-[(1R)-1-(4-methoxyphenyl)ethyl]-3-methyl-6-(1-tetrahydropyran-2-ylpyrazol-4-yl)isoindolin-1-one (62 g, 144 mmol) and 4,6-dichloro-5-fluoropyrimidine (31 g, 186 mmol) in tetrahydrofuran (620 mL). Stir the solution 60 minutes at 0° C. and then dilute the mixture with ethyl acetate (1 L) and water (1 L). Wash the organic phase with saturated aqueous sodium chloride and evaporate ... The reactants are CC=1C=CC(=CC1)S(=O)(=O)O.O (p-TsOH.H2O), COC1=CC=C(C=C1)C(CC1=CC=C(C=C1)OC)(O)C1=CC=C(C=C1)OC (1,1,2-Tris(4-methoxyphenyl)ethanol), C(=O)(O)[O-].[Na+] (NaHCO3). Solvent: C1=CC=CC=C1 (C6H6). Product: COC1=CC=C(C=C1)C(=CC1=CC=C(C=C1)OC)C1=CC=C(C=C1)OC (1,1,2-Tris(4-methoxyphenyl)ethene). Reaction SMILES: CC1C=CC(S(O)(=O)=O)=CC=1.O.[CH3:13][O:14][C:15]1[CH:20]=[CH:19][C:18]([C:21]([C:32]2[CH:37]=[CH:36][C:35]([O:38][CH3:39])=[CH:34][CH:33]=2)(O)[CH2:22][C:23]2[CH:28]=[CH:27][C:26]([O:29][CH3:30])=[CH:25][CH:24]=2)=[CH:17][CH:16]=1.C([O-])(O)=O.[Na+]>C1C=CC=CC=1>[CH3:39][O:38][C:35]1[CH:34]=[CH:33][C:32]([C:21]([C:18]2[CH:17]=[CH:16][C:15]([O:14][CH3:13])=[CH:20][CH:19]=2)=[CH:22][C:23]2[CH:28]=[CH:27][C:26]([O:29][CH3:30])=[CH:25][CH:24]=2)=[CH:37][CH:36]=1 |f:0.1,3.4|. Procedure details: To the Grignard reagent prepared from 20 g 4-bromoanisole (107 mmol) and 2.43 g Mg turnings (107 mg-atom) in 20 mL Et2O was added 19.25 g dry (P2O5) desoxyanisoin (76 mmol) as a solid in four portions, each followed by a 50 mL wash of Et2O. The mixture was stirred at reflux 17 h, cooled to room temperature, poured onto 200 g ice and 40 mL 1N H2SO4, and filtered into a separatory funnel. 100 mL Et2O was added and the organic layer was washed with 100 mL H2O and saturated NaHCO3 (2×100 mL). The or... The reactants are ClC1=NC(=NC=C1OC)C1=NC=CC=C1 (4-chloro-5-methoxy-2-(2-pyridinyl)pyrimidine), COC1=C(N)C=C(C=C1)OC (2,5-dimethoxyaniline). Product: COC1=C(NC2=NC(=NC=C2OC)C2=NC=CC=C2)C=C(C=C1)OC (4-(2,5-Dimethoxyanilino)-5-methoxy-2-(2-pyridinyl)pyrimidine), solid. Yield: 61.0%. Reaction SMILES: Cl[C:2]1[C:7]([O:8][CH3:9])=[CH:6][N:5]=[C:4]([C:10]2[CH:15]=[CH:14][CH:13]=[CH:12][N:11]=2)[N:3]=1.[CH3:16][O:17][C:18]1[CH:24]=[CH:23][C:22]([O:25][CH3:26])=[CH:21][C:19]=1[NH2:20]>>[CH3:16][O:17][C:18]1[CH:24]=[CH:23][C:22]([O:25][CH3:26])=[CH:21][C:19]=1[NH:20][C:2]1[C:7]([O:8][CH3:9])=[CH:6][N:5]=[C:4]([C:10]2[CH:15]=[CH:14][CH:13]=[CH:12][N:11]=2)[N:3]=1. Procedure: The title compound was prepared from a mixture of 4-chloro-5-methoxy-2-(2-pyridinyl)pyrimidine (50 mg, 0.226 mmol) and 2,5-dimethoxyaniline (35 mg, 0.226 mmol) similar to Example 11 and isolated as a gray solid (46 mg, 61%). 1H NMR (CDCl3): 8.77–8.74 (m, 1H), 8.72 (d, J=3.0 Hz, 1H), 8.43 (d, J=8.1 Hz, 1H), 8.10 (s, 1H), 8.03 (s, 1H), 7.83–7.77 (m, 1H), 7.33–7.29 (m, 1H), 6.84 (d, J=8.7 Hz, 1H), 6.56 (dd, J=3.0, 8.7 Hz, 1H), 4.04 (s, 3H), 3.90 (s, 3H), 3.89 (s, 3H). Starting materials: CCO, CCOC(=O)C(O)C(Oc1ccccc1[N+](=O)[O-])c1ccccc1. Yields the product CCOC(=O)C(O)C(Oc1ccccc1N)c1ccccc1. Reaction SMILES: [CH3:25][CH2:26][OH:27].[OH:1][CH:2]([C:3](=[O:4])[O:5][CH2:6][CH3:7])[CH:8]([c:9]1[cH:10][cH:11][cH:12][cH:13][cH:14]1)[O:15][c:16]1[c:17]([N+:22]([O-:23])=[O:24])[cH:18][cH:19][cH:20][cH:21]1>>[OH:1][CH:2]([C:3](=[O:4])[O:5][CH2:6][CH3:7])[CH:8]([c:9]1[cH:10][cH:11][cH:12][cH:13][cH:14]1)[O:15][c:16]1[c:17]([NH2:22])[cH:18][cH:19][cH:20][cH:21]1. Reactants: [Na] (sodium), BrC(C(CC(=O)OCC)(C)C)CC(Br)(Br)Br (ethyl 4,6,6,6-tetrabromo-3,3-dimethylhexanoate), Cl (hydrochloric acid). Solvent: C(C)O (ethanol). Reaction conditions: time 2 hour. The product is BrC(C(CC(=O)OCC)(C)C)C=C(Br)Br (ethyl 4,6,6-tribromo-3,3-dimethyl-5-hexenoate). Isolated yield 52.0%. RXN SMILES: [Na].[Br:2][CH:3]([CH2:13][C:14](Br)([Br:16])[Br:15])[C:4]([CH3:12])([CH3:11])[CH2:5][C:6]([O:8][CH2:9][CH3:10])=[O:7].Cl>C(O)C>[Br:2][CH:3]([CH:13]=[C:14]([Br:15])[Br:16])[C:4]([CH3:12])([CH3:11])[CH2:5][C:6]([O:8][CH2:9][CH3:10])=[O:7] |^1:0|. Procedure details: Two millileters of an ethanolic solution containing 92 mg (4 mmoles) of sodium was added dropwise to a cold solution of 1.95 g (4 mmoles) of ethyl 4,6,6,6-tetrabromo-3,3-dimethylhexanoate in 10 ml of absolute ethanol. The cooled mixture was stirred for 2 hours, then poured into chilled 1N hydrochloric acid. The acidic mixture was extracted with diethyl ether, and the extract was washed successively with saturated aqueous sodium bicarbonate and sodium chloride. The washed extract was dried over m... Procedure details: A 25 mL round-bottom flask equipped with a Barrett trap and a condenser was charged with 1.00 g of 3,4,6-trifluorophthalic acid and 15 mL of mixed xylenes under a dry nitrogen atmosphere. The reaction mixture was then heated under reflux with azeotropic removal of water for 5 hr. and was then cooled to room temperature. After the addition of 20 mL of hexane the mixture was cooled in an ice bath. The solvent was then removed on a rotary evaporator to afford 3,4,6-trifluorophthalic anhydride. Reactants: FC1=C(C(C(=O)O)=C(C=C1F)F)C(=O)O (3,4,6-trifluorophthalic acid), xylenes, O (water). Solvent: CCCCCC (hexane). RXN SMILES: [F:1][C:2]1[C:10]([F:11])=[CH:9][C:8]([F:12])=[C:4]([C:5]([OH:7])=O)[C:3]=1[C:13]([OH:15])=[O:14].O>CCCCCC>[F:1][C:2]1[C:10]([F:11])=[CH:9][C:8]([F:12])=[C:4]2[C:5]([O:15][C:13](=[O:14])[C:3]=12)=[O:7]. The product is FC1=C2C(C(=O)OC2=O)=C(C=C1F)F (3,4,6-trifluorophthalic anhydride).